This data is from the Open Reaction Database (ORD), a public repository of structured organic reaction records. The task is: describe an organic reaction: reactants, conditions, products, and yield Starting materials: CO, CCOC(C)=O, CSc1ccc(C(CC2CCOCC2)c2ccc(-c3ccccn3)[nH]2)cc1F, C1CCOC1, O. Yields the product CS(=O)(=O)c1ccc(C(CC2CCOCC2)c2ccc(-c3ccccn3)[nH]2)cc1F. As a reaction SMILES: [CH3:35][OH:36].[CH3:37][CH2:38][O:39][C:40](=[O:41])[CH3:42].[F:1][c:2]1[cH:3][c:4]([CH:10]([CH2:11][CH:12]2[CH2:13][CH2:14][O:15][CH2:16][CH2:17]2)[c:18]2[cH:19][cH:20][c:21](-[c:23]3[n:24][cH:25][cH:26][cH:27][cH:28]3)[nH:22]2)[cH:5][cH:6][c:7]1[S:8][CH3:9].[O:29]1[CH2:30][CH2:31][CH2:32][CH2:33]1.[OH2:34]>>[F:1][c:2]1[cH:3][c:4]([CH:10]([CH2:11][CH:12]2[CH2:13][CH2:14][O:15][CH2:16][CH2:17]2)[c:18]2[cH:19][cH:20][c:21](-[c:23]3[n:24][cH:25][cH:26][cH:27][cH:28]3)[nH:22]2)[cH:5][cH:6][c:7]1[S:8]([CH3:9])(=[O:34])=[O:36]. As a reaction SMILES: [Br:10][CH2:11][CH2:12][CH2:13][Br:14].[F:1][c:2]1[c:3]([OH:9])[c:4]([F:8])[cH:5][cH:6][cH:7]1>>[F:1][c:2]1[c:3]([O:9][CH2:13][CH2:12][CH2:11][Br:10])[c:4]([F:8])[cH:5][cH:6][cH:7]1. Product: Fc1cccc(F)c1OCCCBr. Reactants: BrCCCBr, Oc1c(F)cccc1F. Reactants: CCCC[N+](CCCC)(CCCC)CCCC, CC(C)[Si](C(C)C)(C(C)C)n1ccc2c(N(C)C3CCCCC3)c(F)cnc21, [F-], C1CCOC1. The product is CN(c1c(F)cnc2[nH]ccc12)C1CCCCC1. RXN SMILES: [CH2:30]([N+:31]([CH2:32][CH2:33][CH2:34][CH3:35])([CH2:36][CH2:37][CH2:38][CH3:39])[CH2:40][CH2:41][CH2:42][CH3:43])[CH2:44][CH2:45][CH3:46].[CH:1]1([N:7]([c:8]2[c:9]3[c:10]([n:11][cH:12][c:13]2[F:14])[n:15]([Si:18]([CH:19]([CH3:20])[CH3:21])([CH:22]([CH3:23])[CH3:24])[CH:25]([CH3:26])[CH3:27])[cH:16][cH:17]3)[CH3:28])[CH2:2][CH2:3][CH2:4][CH2:5][CH2:6]1.[F-:29].[O:47]1[CH2:48][CH2:49][CH2:50][CH2:51]1>>[CH:1]1([N:7]([c:8]2[c:9]3[c:10]([n:11][cH:12][c:13]2[F:14])[nH:15][cH:16][cH:17]3)[CH3:28])[CH2:2][CH2:3][CH2:4][CH2:5][CH2:6]1. Reactants: O(C1=CC=CC=C1)C=1C=C(CO)C=CC1 (m-phenoxybenzyl alcohol), ClC1=CC=C(OC2C(C2C(=O)O)(C)C)C=C1 (3-(4-chlorophenoxy)-2,2-dimethylcyclopropanecarboxylic acid), S(=O)(Cl)Cl (thionyl chloride), O (water). The reagents and catalysts are CN(C1=CC=NC=C1)C (4-dimethylaminopyridine), CN(C)C=O (DMF). The solvent is C1=CC=CC=C1 (benzene). Conditions: time 2 day. Yields the product ClC1=CC=C(OC2C(C2C(=O)OCC2=CC(=CC=C2)OC2=CC=CC=C2)(C)C)C=C1 (m-phenoxybenzyl 3-(4-chlorophenoxy)-2,2-dimethylcyclopropanecarboxylate). As a reaction SMILES: [Cl:1][C:2]1[CH:16]=[CH:15][C:5]([O:6][CH:7]2[CH:9]([C:10]([OH:12])=[O:11])[C:8]2([CH3:14])[CH3:13])=[CH:4][CH:3]=1.S(Cl)(Cl)=O.[O:21]([C:28]1[CH:29]=[C:30]([CH:33]=[CH:34][CH:35]=1)[CH2:31]O)[C:22]1[CH:27]=[CH:26][CH:25]=[CH:24][CH:23]=1.O>CN(C=O)C.C1C=CC=CC=1.CN(C)C1C=CN=CC=1>[Cl:1][C:2]1[CH:3]=[CH:4][C:5]([O:6][CH:7]2[CH:9]([C:10]([O:12][CH2:31][C:30]3[CH:33]=[CH:34][CH:35]=[C:28]([O:21][C:22]4[CH:27]=[CH:26][CH:25]=[CH:24][CH:23]=4)[CH:29]=3)=[O:11])[C:8]2([CH3:13])[CH3:14])=[CH:15][CH:16]=1. Reported procedure: A mixture of 3-(4-chlorophenoxy)-2,2-dimethylcyclopropanecarboxylic acid (0.95 g, 3,95 mmol), thionyl chloride (0.342 ml, 4.74 mmol) and DMF (several drops) in 50 ml benzene is stirred at RT for 2 days. The solvent and excess thionyl chloride are evaporated under reduced pressure. The resulting acid chloride is dissolved in 50 ml benzene, and 0.79 g m-phenoxybenzyl alcohol (3.95 mmol) and 0.482 g 4-dimethylaminopyridine (3.95 mmol) are added. The mixture is left at 25° for 18 hr and then heated ... Starting materials: C(C)(C)(C)OC(=O)N(C1CCN(CC1)CCN1C(C=C(C2=CC=CC=C12)C(=O)O)=O)CC1=CC2=C(OCCO2)C=C1 (1-(2-(4-((tert-butoxycarbonyl)(2,3-dihydro-1,4-benzodioxin-6-ylmethyl)amino)piperidin-1-yl)ethyl)-2-oxo-1,2-dihydroquinoline-4-carboxylic acid), C(=O)(N1C=NC=C1)N1C=NC=C1 (1,1′-carbonyldiimidazole), CS(=O)(=O)N (methanesulfonamide), N12CCCCCC2=NCCC1 (1,8-diazabicylo[5.4.0] undec-7-ene). Run in O1CCCC1 (tetrahydrofuran). Reaction conditions: temperature 50 celsius, time 1 hour. The product is O1CCOC2=C1C=CC(=C2)CN(C(OC(C)(C)C)=O)C2CCN(CC2)CCN2C(C=C(C1=CC=CC=C21)C(=O)NS(=O)(=O)C)=O (tert-butyl (2,3-dihydro-1,4-benzodioxin-6-ylmethyl)(1-(2-(4-(((methylsulfonyl)amino)carbonyl)-2-oxoquinolin-1(2H)-yl)ethyl)piperidin-4-yl)carbamate). The yield is 88.0%. As a reaction SMILES: [C:1]([O:5][C:6]([N:8]([CH2:31][C:32]1[CH:41]=[CH:40][C:35]2[O:36][CH2:37][CH2:38][O:39][C:34]=2[CH:33]=1)[CH:9]1[CH2:14][CH2:13][N:12]([CH2:15][CH2:16][N:17]2[C:26]3[C:21](=[CH:22][CH:23]=[CH:24][CH:25]=3)[C:20]([C:27](O)=[O:28])=[CH:19][C:18]2=[O:30])[CH2:11][CH2:10]1)=[O:7])([CH3:4])([CH3:3])[CH3:2].C(N1C=CN=C1)(N1C=CN=C1)=O.[CH3:54][S:55]([NH2:58])(=[O:57])=[O:56].N12CCCN=C1CCCCC2>O1CCCC1>[O:36]1[C:35]2[CH:40]=[CH:41][C:32]([CH2:31][N:8]([CH:9]3[CH2:14][CH2:13][N:12]([CH2:15][CH2:16][N:17]4[C:26]5[C:21](=[CH:22][CH:23]=[CH:24][CH:25]=5)[C:20]([C:27]([NH:58][S:55]([CH3:54])(=[O:57])=[O:56])=[O:28])=[CH:19][C:18]4=[O:30])[CH2:11][CH2:10]3)[C:6](=[O:7])[O:5][C:1]([CH3:4])([CH3:3])[CH3:2])=[CH:33][C:34]=2[O:39][CH2:38][CH2:37]1. Reported procedure: To 5 mL of tetrahydrofuran suspension containing 0.10 g of 1-(2-(4-((tert-butoxycarbonyl)(2,3-dihydro-1,4-benzodioxin-6-ylmethyl)amino)piperidin-1-yl)ethyl)-2-oxo-1,2-dihydroquinoline-4-carboxylic acid, 58 mg of 1,1′-carbonyldiimidazole was added, and stirred at 50° C. for 1 hour. The reaction mixture was cooled to the room temperature, then 84 mg of methanesulfonamide and 0.13 mL of 1,8-diazabicylo[5.4.0] undec-7-ene were added, and stirred at room temperature for 2 hours. The solvent was remov... Starting materials: O=C(NC1CCN(CCCCl)CC1)c1ccccc1, CC(C)O, [Na], Cc1cc(=O)c2ccc(O)cc2o1. Yields the product Cc1cc(=O)c2ccc(OCCCN3CCC(NC(=O)c4ccccc4)CC3)cc2o1. Reaction SMILES: [C:15]([c:16]1[cH:17][cH:18][cH:19][cH:20][cH:21]1)(=[O:22])[NH:23][CH:24]1[CH2:25][CH2:26][N:27]([CH2:30][CH2:31][CH2:32][Cl:33])[CH2:28][CH2:29]1.[CH3:34][CH:35]([OH:36])[CH3:37].[Na:14].[OH:1][c:2]1[cH:3][c:4]2[c:5]([c:6](=[O:11])[cH:7][c:8]([CH3:10])[o:9]2)[cH:12][cH:13]1>>[O:1]([c:2]1[cH:3][c:4]2[c:5]([c:6](=[O:11])[cH:7][c:8]([CH3:10])[o:9]2)[cH:12][cH:13]1)[CH2:32][CH2:31][CH2:30][N:27]1[CH2:26][CH2:25][CH:24]([NH:23][C:15]([c:16]2[cH:17][cH:18][cH:19][cH:20][cH:21]2)=[O:22])[CH2:29][CH2:28]1.